Dataset: the Open Reaction Database (ORD), a public repository of structured organic reaction records. Task: describe an organic reaction: reactants, conditions, products, and yield Starting materials: C1(=CC=CC=C1)\C(\C)=N\NC(C1=CC=CC=C1)=O ((E)-N′-(1-phenylethylidene)benzohydrazide), CS(=O)(=O)O (methanesulfonic acid), argon-substituted, [H][H] (hydrogen), [H][H] (hydrogen), O (water), COC(C)(C)OC (2,2-dimethoxypropane), Rh(cod) (S,S)-ptbp-skewphos, C1(=CC=CC=C1)\C(\C)=N\NC(C1=CC=CC=C1)=O ((E)-N′-(1-phenylethylidene)benzohydrazide). Solvent: CC(=O)C (acetone). Yields the product resultant product, C1(=CC=CC=C1)C(C)NNC(C1=CC=CC=C1)=O (N′-(1-phenylethyl)benzohydrazide). As a reaction SMILES: [C:1]1(/[C:7](=[N:9]/[NH:10][C:11](=[O:18])[C:12]2[CH:17]=[CH:16][CH:15]=[CH:14][CH:13]=2)/[CH3:8])[CH:6]=[CH:5][CH:4]=[CH:3][CH:2]=1.CS(O)(=O)=O.O.COC(OC)(C)C.[H][H]>CC(C)=O>[C:1]1([CH:7]([NH:9][NH:10][C:11](=[O:18])[C:12]2[CH:13]=[CH:14][CH:15]=[CH:16][CH:17]=2)[CH3:8])[CH:2]=[CH:3][CH:4]=[CH:5][CH:6]=1. Procedure: In a 120 mL high-pressure autoclave were charged (E)-N′-(1-phenylethylidene)benzohydrazide (119 mg) [mw. 238.28, 0.5 mmol], [Rh(cod) (S,S)-ptbp-skewphos)]OTf (5.1 mg) [mw. 1025.08, 5.0 μmol, s/c 100], and methanesulfonic acid (0.5 mg) [mw. 96.11, 5.0 μmol, 0.01 eq.]. The system was argon-substituted 7 times. 10 mL Schlenk flask was substituted with argon, and pure water (9 mg) [mw. 18.02, 0.5 mmol, 1.0 eq.], 2,2-dimethoxypropane (0.18 mL) [mw. 104.15, d=0.85, 1.5 mmol, 3.0 eq.] and dehydrated ac... Starting materials: [Si](C1=CC=CC=C1)(C1=CC=CC=C1)(C(C)(C)C)NC(C1=CC=C(C=C1)C)C (N-t-Butyldiphenylsilyl-α,4-dimethyl-benzenemethanamine), CN(CCN(C)C)C (N,N,N',N'-tetramethylethylenediamine), S1C2=C(C=C1)CCC2=O (4,5-dihydro-6H-cyclopenta[b]thiophen-6-one), [Li]CCCC (n-BuLi), CCCCCC (hexane). Reported procedure: A solution of compound of Example 23 (3.7 g, 9.9 mmol) and N,N,N',N'-tetramethylethylenediamine (0.75 mL, 5.0 mmol) in dry ether (70 ml) was cooled to 0° C. and treated with a solution of n-BuLi (2.5M) in hexane (8.0 mL, 20.0 mmol). The mixture was stirred at 0° C. for 0.25 hour and then at room temperature for an additional 3 hours. At this point the mixture was cooled to -78° C. A solution of 4,5-dihydro-6H-cyclopenta[b]thiophen-6-one (1.40 g, 10.1 mmol) in dry THF (15 ml) was then added dropw... Reaction SMILES: [Si](N[CH:19]([CH3:27])[C:20]1[CH:25]=[CH:24][C:23]([CH3:26])=[CH:22][CH:21]=1)(C(C)(C)C)(C1C=CC=CC=1)C1C=CC=CC=1.C[N:29](C)[CH2:30][CH2:31]N(C)C.[Li]CCCC.CCCCCC.[S:47]1C=C[C:49]2[CH2:52][CH2:53][C:54](=O)[C:48]1=2>CCOCC.C1COCC1.Cl>[NH2:29][CH:30]([C:25]1[CH:24]=[C:23]([CH3:26])[CH:22]=[CH:21][C:20]=1[C:19]1[C:27]2[S:47][CH:48]=[CH:49][C:52]=2[CH2:53][CH:54]=1)[CH3:31]. The solvent is CCOCC (ether), Cl (HCl), C1CCOC1 (THF), C1CCOC1 (THF). Reaction conditions: temperature 0 celsius, time 0.25 hour. The product is NC(C)C1=C(C=CC(=C1)C)C1=CCC2=C1SC=C2 (6-[2-(1-Aminoethyl)-4-methylphenyl]-4H-cyclopenta[b]-thiophene), oil. Isolated yield 7.0%. The reactants are C(C)(C)O (isopropanol), solution, CNC (dimethylamine), [C-]#N.[Na+] (sodium cyanide), C1(=CC=CC=C1)C1=NCC=2N(C3=C1C=C(C=C3)Cl)C(=NN2)C=O (6-phenyl-8-chloro-4H-s-triazolo[4,3-a][1,4]benzodiazepine-1-carboxaldehyde). Reagents/catalysts: [O-2].[O-2].[Mn+4] (manganese dioxide), [O-2].[O-2].[Mn+4] (manganese dioxide). The solvent is C(Cl)Cl (methylene chloride), O1CCOCC1 (dioxane), O1CCOCC1.C(C)(C)O (dioxane isopropanol). Conditions: time 10 minute. The product is CN(C(=O)C1=NN=C2N1C1=C(C(=NC2)C2=CC=CC=C2)C=C(C=C1)Cl)C (N,N-dimethyl-6-phenyl-8-chloro-4H-s-triazolo[4,3-a][1,4]benzodiazepine-1-carboxamide). Reaction SMILES: C(O)(C)C.[CH3:5][NH:6][CH3:7].[C-]#N.[Na+].[C:11]1([C:17]2[C:23]3[CH:24]=[C:25]([Cl:28])[CH:26]=[CH:27][C:22]=3[N:21]3[C:29]([CH:32]=[O:33])=[N:30][N:31]=[C:20]3[CH2:19][N:18]=2)[CH:16]=[CH:15][CH:14]=[CH:13][CH:12]=1>O1CCOCC1.O1CCOCC1.C(O)(C)C.[O-2].[O-2].[Mn+4].C(Cl)Cl>[CH3:5][N:6]([CH3:7])[C:32]([C:29]1[N:21]2[C:22]3[CH:27]=[CH:26][C:25]([Cl:28])=[CH:24][C:23]=3[C:17]([C:11]3[CH:12]=[CH:13][CH:14]=[CH:15][CH:16]=3)=[N:18][CH2:19][C:20]2=[N:31][N:30]=1)=[O:33] |f:2.3,6.7,8.9.10|. Reported procedure: 80 ml of isopropanol is added to 120 ml of a 20% solution of dimethylamine in dioxane. After this has cooled to 0°, additions are made, with stirring, of 3.7 g (0.075 mole) of sodium cyanide and, after 5 minutes, of a solution of 4.8 g (0.015 mole) of 6-phenyl-8-chloro-4H-s-triazolo[4,3-a][1,4]benzodiazepine-1-carboxaldehyde [see Example 1 a)] in 50 ml of dioxane/isopropanol (1:1), as well as of 13 g of manganese dioxide. After 10 minutes, a further addition is made of 13 g of manganese dioxide ... The reactants are COC(=O)CSc1nnc(Br)n1-c1ccc(C2CC2)c2ccccc12, C1CCOC1, CCO, Cl, [Li+], [OH-], O. Yields the product O=C(O)CSc1nnc(Br)n1-c1ccc(C2CC2)c2ccccc12. RXN SMILES: [Br:3][c:4]1[n:5](-[c:15]2[cH:16][cH:17][c:18]([CH:25]3[CH2:26][CH2:27]3)[c:19]3[cH:20][cH:21][cH:22][cH:23][c:24]23)[c:6]([S:9][CH2:10][C:11](=[O:12])[O:13][CH3:14])[n:7][n:8]1.[CH2:33]1[O:34][CH2:35][CH2:36][CH2:37]1.[CH3:30][CH2:31][OH:32].[ClH:28].[Li+:1].[OH-:2].[OH2:29]>>[Br:3][c:4]1[n:5](-[c:15]2[cH:16][cH:17][c:18]([CH:25]3[CH2:26][CH2:27]3)[c:19]3[cH:20][cH:21][cH:22][cH:23][c:24]23)[c:6]([S:9][CH2:10][C:11](=[O:12])[OH:13])[n:7][n:8]1. Reactants: CC1=CC(=C(C(N1)=O)C#N)C(F)(F)F (6-Methyl-2-oxo-4-(trifluoromethyl)-1,2-dihydropyridine-3-carbonitrile), FC=1C(=C(C(NC1C)=O)C#N)C(C)C (5-fluoro-4-isopropyl-6-methyl-2-oxo-1,2-dihydropyridine-3-carbonitrile). Yields the product CC1=CC(=C(C(N1)=O)C#N)C(F)(F)F (6-methyl-2-oxo-4-(trifluoromethyl)-1,2-dihydropyridine-3-carbonitrile), FC=1C(=C(C(NC1C)=O)C#N)C(F)(F)F (5-fluoro-6-methyl-2-oxo-4-(trifluoromethyl)-1,2-dihydropyridine-3-carbonitrile). Reaction SMILES: [CH3:1][C:2]1[NH:7][C:6](=[O:8])[C:5]([C:9]#[N:10])=[C:4]([C:11]([F:14])([F:13])[F:12])[CH:3]=1.[F:15]C1C(C(C)C)=C(C#N)C(=O)NC=1C>>[CH3:1][C:2]1[NH:7][C:6](=[O:8])[C:5]([C:9]#[N:10])=[C:4]([C:11]([F:14])([F:12])[F:13])[CH:3]=1.[F:15][C:3]1[C:4]([C:11]([F:14])([F:12])[F:13])=[C:5]([C:9]#[N:10])[C:6](=[O:8])[NH:7][C:2]=1[CH3:1]. Reported procedure: 6-Methyl-2-oxo-4-(trifluoromethyl)-1,2-dihydropyridine-3-carbonitrile was fluorinated as described for 5-fluoro-4-isopropyl-6-methyl-2-oxo-1,2-dihydropyridine-3-carbonitrile. The product was isolated as a 3:1 mixture of 6-methyl-2-oxo-4-(trifluoromethyl)-1,2-dihydropyridine-3-carbonitrile (starting material) and 5-fluoro-6-methyl-2-oxo-4-(trifluoromethyl)-1,2-dihydropyridine-3-carbonitrile. For 5-fluoro-6-methyl-2-oxo-4-(trifluoromethyl)-1,2-dihydropyridine-3-carbonitrile, LCMS E-S (M+H)=221.2. ... The reactants are COCCOC, CCOCC, O=C(O)C(=O)c1ccc(-n2cc(Cl)cn2)cc1, [K+], NN, [OH-], O, O. Yields the product O=C(O)Cc1ccc(-n2cc(Cl)cn2)cc1. As a reaction SMILES: [CH3:24][O:25][CH2:26][CH2:27][O:28][CH3:29].[CH3:30][CH2:31][O:32][CH2:33][CH3:34].[Cl:1][c:2]1[cH:3][n:4][n:5](-[c:7]2[cH:8][cH:9][c:10]([C:13]([C:14](=[O:15])[OH:16])=[O:17])[cH:11][cH:12]2)[cH:6]1.[K+:22].[NH2:19][NH2:20].[OH-:21].[OH2:18].[OH2:23]>>[Cl:1][c:2]1[cH:3][n:4][n:5](-[c:7]2[cH:8][cH:9][c:10]([CH2:13][C:14](=[O:15])[OH:16])[cH:11][cH:12]2)[cH:6]1. Reactants: CC(C)([O-])C.[K+] (potassium tert-butoxide), C(C)(C)(C)O (Tert-butanol), N1=CC=CC=C1 (pyridine), Cl.ClC1=CC=C(C=C1)C=1C=C(C(=NC1)C)C(=O)Cl (5-(p-chlorophenyl)-2-methyl-3-chlorocarbonylpyridine hydrochloride). The solvent is C(Cl)Cl (methylene dichloride), C(Cl)Cl (methylene dichloride). Reaction conditions: time 2 hour. Product: ClC1=CC=C(C=C1)C=1C=C(C(=NC1)C)C(=O)OC(C)(C)C (5-(p-Chlorophenyl)-2-methyl-3-tert-butoxycarbonylpyridine). The yield is 20.9%. RXN SMILES: [C:1]([OH:5])([CH3:4])([CH3:3])[CH3:2].N1C=CC=CC=1.Cl.[Cl:13][C:14]1[CH:19]=[CH:18][C:17]([C:20]2[CH:21]=[C:22]([C:27](Cl)=[O:28])[C:23]([CH3:26])=[N:24][CH:25]=2)=[CH:16][CH:15]=1.CC(C)([O-])C.[K+]>C(Cl)Cl>[Cl:13][C:14]1[CH:19]=[CH:18][C:17]([C:20]2[CH:21]=[C:22]([C:27]([O:5][C:1]([CH3:4])([CH3:3])[CH3:2])=[O:28])[C:23]([CH3:26])=[N:24][CH:25]=2)=[CH:16][CH:15]=1 |f:2.3,4.5|. Procedure: Tert-butanol (1.08 g) and dry pyridine (1.31 g) in dry methylene dichloride (20 ml) were added dropwise to the product (2 g) of Stage 1 in dry methylene dichloride (40 ml). After stirring at room temperature for 2 hours, potassium tert-butoxide (1 g) was added and stirring was continued for a further hour. The mixture was washed twice with water, dried and filtered through a bed of activated charcoal and silica. Concentration of the filtrate gave the title product (0.42 g), m.p. 70°-72°.